From a dataset of the Open Reaction Database (ORD), a public repository of structured organic reaction records. describe an organic reaction: reactants, conditions, products, and yield Reactants: C(C)(=O)N1C(C(CC1O)C1=CC=CC=C1)(C(=O)OCC)C(=O)OCC (diethyl 1-acetyl-5-hydroxy-3-phenylpyrrolidine-2,2-dicarboxylate), C(C)[SiH](CC)CC (triethylsilane), FC(C(=O)O)(F)F (trifluoroacetic acid). Run in ClCCl (dichloromethane). Conditions: time 45 minute. The product is C(C)(=O)N1C(C(CC1)C1=CC=CC=C1)(C(=O)OCC)C(=O)OCC (diethyl 1-acetyl-3-phenylpyrrolidine-2,2-dicarboxylate). The yield is 100.0%. Reaction SMILES: [C:1]([N:4]1[CH:8](O)[CH2:7][CH:6]([C:10]2[CH:15]=[CH:14][CH:13]=[CH:12][CH:11]=2)[C:5]1([C:21]([O:23][CH2:24][CH3:25])=[O:22])[C:16]([O:18][CH2:19][CH3:20])=[O:17])(=[O:3])[CH3:2].C([SiH](CC)CC)C.FC(F)(F)C(O)=O>ClCCl>[C:1]([N:4]1[CH2:8][CH2:7][CH:6]([C:10]2[CH:15]=[CH:14][CH:13]=[CH:12][CH:11]=2)[C:5]1([C:21]([O:23][CH2:24][CH3:25])=[O:22])[C:16]([O:18][CH2:19][CH3:20])=[O:17])(=[O:3])[CH3:2]. Reported procedure: To a solution of diethyl 1-acetyl-5-hydroxy-3-phenylpyrrolidine-2,2-dicarboxylate (116.0 g, 331 mmol) and triethylsilane (80 ml, 497 mmol) in dichloromethane (675 ml) was added trifluoroacetic acid (254 ml, 3.32 mol) dropwise with stirring over 45 min. The reaction was allowed to stir for 2.5 h at rt and was then concentrated and redissolved in EtOAc. The organics were washed with sat'd sodium bicarbonate, dried over sodium sulfate, filtered, and concentrated in vacuo to yield diethyl 1-acetyl-3... The reactants are C(C)OC(C(CC1=C(C=C(C=C1)OC(C1=CC=CC=C1)C1=C(N=C(S1)C1=CC=C(C=C1)C(F)(F)F)C)C)OCC)=O (2-ethoxy-3-(2-methyl-4-{[4-methyl-2-(4-trifluoromethyl-phenyl)-thiazol-5-yl]-phenyl-methoxy}-phenyl)-propionic acid ethyl ester), [Li+].[OH-] (LiOH). The product is C(C)OC(C(=O)O)CC1=C(C=C(C=C1)OC(C1=CC=CC=C1)C1=C(N=C(S1)C1=CC=C(C=C1)C(F)(F)F)C)C (2-ethoxy-3-(2-methyl-4-{[4-methyl-2-(4-trifluoromethyl-phenyl)-thiazol-5-yl]-phenyl-methoxy}-phenyl)-propionic acid). Reaction SMILES: C([O:3][C:4](=[O:41])[CH:5]([O:38][CH2:39][CH3:40])[CH2:6][C:7]1[CH:12]=[CH:11][C:10]([O:13][CH:14]([C:21]2[S:25][C:24]([C:26]3[CH:31]=[CH:30][C:29]([C:32]([F:35])([F:34])[F:33])=[CH:28][CH:27]=3)=[N:23][C:22]=2[CH3:36])[C:15]2[CH:20]=[CH:19][CH:18]=[CH:17][CH:16]=2)=[CH:9][C:8]=1[CH3:37])C.[Li+].[OH-]>>[CH2:39]([O:38][CH:5]([CH2:6][C:7]1[CH:12]=[CH:11][C:10]([O:13][CH:14]([C:21]2[S:25][C:24]([C:26]3[CH:31]=[CH:30][C:29]([C:32]([F:33])([F:34])[F:35])=[CH:28][CH:27]=3)=[N:23][C:22]=2[CH3:36])[C:15]2[CH:16]=[CH:17][CH:18]=[CH:19][CH:20]=2)=[CH:9][C:8]=1[CH3:37])[C:4]([OH:41])=[O:3])[CH3:40] |f:1.2|. Reported procedure: In analogy to the procedure described in example 10 d], 2-ethoxy-3-(2-methyl-4-{[4-methyl-2-(4-trifluoromethyl-phenyl)-thiazol-5-yl]-phenyl-methoxy}-phenyl)-propionic acid ethyl ester (mixture of two diastereomeric racemates) was treated with LiOH to obtain 2-ethoxy-3-(2-methyl-4-{[4-methyl-2-(4-trifluoromethyl-phenyl)-thiazol-5-yl]-phenyl-methoxy}-phenyl)-propionic acid as a mixture of two diastereomeric racemates as off-white gum. The reactants are CCOc1ncnc2nc[nH]c12, O=c1ccn(C2OC(CO)C(O)C2F)c(=O)[nH]1, [K+], [K+], [K+], [K+], [K+], [N-]=[N+]=[N-], [OH-], O=P([O-])([O-])[O-]. Yields the product CCOc1ncnc2c1ncn2C1OC(CO)C(O)C1F. Reaction SMILES: [CH2:1]([CH3:2])[O:3][c:4]1[c:5]2[nH:6][cH:7][n:8][c:9]2[n:10][cH:11][n:12]1.[F:13][CH:14]1[CH:15]([n:22]2[cH:23][cH:24][c:25](=[O:26])[nH:27][c:28]2=[O:29])[O:16][CH:17]([CH2:20][OH:21])[CH:18]1[OH:19].[K+:33].[K+:35].[K+:41].[K+:42].[K+:43].[N-:30]=[N+:31]=[N-:32].[OH-:34].[P:36]([O-:37])([O-:38])([O-:39])=[O:40]>>[CH2:1]([CH3:2])[O:3][c:4]1[c:5]2[n:6][cH:7][n:8]([CH:15]3[CH:14]([F:13])[CH:18]([OH:19])[CH:17]([CH2:20][OH:21])[O:16]3)[c:9]2[n:10][cH:11][n:12]1. Yields the product COC(=O)NCCOC(c1ccccc1)C1CCCN(C(=O)NC(CN(C)C(=O)OC(C)(C)C)C(O)C2CCCCC2)C1. Reactants: CCO, COC(=O)NCCOC(c1cccc(Cl)c1)C1CCCN(C(=O)NC(CN(C)C(=O)OC(C)(C)C)C(O)C2CCCCC2)C1. As a reaction SMILES: [CH3:45][CH2:46][OH:47].[Cl:1][c:2]1[cH:3][c:4]([CH:8]([O:9][CH2:10][CH2:11][NH:12][C:13]([O:14][CH3:15])=[O:16])[CH:17]2[CH2:18][N:19]([C:23]([NH:24][CH:25]([CH:26]([OH:27])[CH:28]3[CH2:29][CH2:30][CH2:31][CH2:32][CH2:33]3)[CH2:34][N:35]([C:36](=[O:37])[O:38][C:39]([CH3:40])([CH3:41])[CH3:42])[CH3:43])=[O:44])[CH2:20][CH2:21][CH2:22]2)[cH:5][cH:6][cH:7]1>>[cH:2]1[cH:3][c:4]([CH:8]([O:9][CH2:10][CH2:11][NH:12][C:13]([O:14][CH3:15])=[O:16])[CH:17]2[CH2:18][N:19]([C:23]([NH:24][CH:25]([CH:26]([OH:27])[CH:28]3[CH2:29][CH2:30][CH2:31][CH2:32][CH2:33]3)[CH2:34][N:35]([C:36](=[O:37])[O:38][C:39]([CH3:40])([CH3:41])[CH3:42])[CH3:43])=[O:44])[CH2:20][CH2:21][CH2:22]2)[cH:5][cH:6][cH:7]1. The reactants are C(C)(C)(C)OC(=O)N[C@@H](COCC1=CC=CC=C1)C(=O)O (N-tert-butoxycarbonyl-O-benzyl-L-serine), COC(CNCC1=CC=C(C=C1)N1C=NC=C1)OC (2,2-dimethoxyethyl[4-(1H-imidazol-1-yl)benzyl]amine), C=1C=CC2=C(C1)N=NN2O (HOBt), CCN=C=NCCCN(C)C.Cl (WSC hydrochloride), N, N-dimethylaminopyridine. Solvent: C(C)#N (acetonitrile). Run at time 2 hour. The product is C(C1=CC=CC=C1)OC[C@H]1C(N(C=CN1C(=O)OC(C)(C)C)CC1=CC=C(C=C1)N1C=NC=C1)=O ((S)-3-benzyloxymethyl-4-(tert-butoxycarbonyl)-1-[4-(1H-imidazol-1-yl)benzyl]-2-oxo-1,2,3,4-tetrahydropyrazine). The yield is 47.9%. As a reaction SMILES: [C:1]([O:5][C:6]([NH:8][C@H:9]([C:19]([OH:21])=O)[CH2:10][O:11][CH2:12][C:13]1[CH:18]=[CH:17][CH:16]=[CH:15][CH:14]=1)=[O:7])([CH3:4])([CH3:3])[CH3:2].CO[CH:24](OC)[CH2:25][NH:26][CH2:27][C:28]1[CH:33]=[CH:32][C:31]([N:34]2[CH:38]=[CH:37][N:36]=[CH:35]2)=[CH:30][CH:29]=1.C1C=CC2N(O)N=NC=2C=1.CCN=C=NCCCN(C)C.Cl>C(#N)C>[CH2:12]([O:11][CH2:10][C@@H:9]1[N:8]([C:6]([O:5][C:1]([CH3:2])([CH3:3])[CH3:4])=[O:7])[CH:24]=[CH:25][N:26]([CH2:27][C:28]2[CH:29]=[CH:30][C:31]([N:34]3[CH:38]=[CH:37][N:36]=[CH:35]3)=[CH:32][CH:33]=2)[C:19]1=[O:21])[C:13]1[CH:14]=[CH:15][CH:16]=[CH:17][CH:18]=1 |f:3.4|. Procedure: To a solution of N-tert-butoxycarbonyl-O-benzyl-L-serine (1.48 g) and 2,2-dimethoxyethyl[4-(1H-imidazol-1-yl)benzyl]amine (1.31 g) in acetonitrile (50 ml) were added HOBt (842 mg) and WSC hydrochloride (1.05 g), under ice-cooling, and the mixture was stirred at room temperature for 2 hours. To the mixture was added N, N-dimethylaminopyridine (catalytic amount), and the mixture was stirred overnight. The reaction solution was concentrated, and to the residue were added ethyl acetate and water. Th... The reactants are [H-].[Al+3].[Li+].[H-].[H-].[H-] (lithium aluminum hydride), CN1C(C(C(=O)O)CCC1=O)C1=CC2=C(C=C1)OCO2 (1-methyl-2-(3,4-methylenedioxyphenyl)-6-oxonipecotic acid), [OH-].[Na+] (sodium hydroxide), [Cl-].[Na+] (sodium chloride). Run in O1CCCC1 (tetrahydrofuran), O1CCCC1 (tetrahydrofuran). Yields the product CN1C(C(CCC1)CO)C1=CC2=C(C=C1)OCO2 (1-methyl-2-(3,4-methylenedioxyphenyl)-3-piperidinemethanol). RXN SMILES: [H-].[Al+3].[Li+].[H-].[H-].[H-].[CH3:7][N:8]1[C:16](=O)[CH2:15][CH2:14][CH:10]([C:11](O)=[O:12])[CH:9]1[C:18]1[CH:23]=[CH:22][C:21]2[O:24][CH2:25][O:26][C:20]=2[CH:19]=1.[Cl-].[Na+].[OH-].[Na+]>O1CCCC1>[CH3:7][N:8]1[CH2:16][CH2:15][CH2:14][CH:10]([CH2:11][OH:12])[CH:9]1[C:18]1[CH:23]=[CH:22][C:21]2[O:24][CH2:25][O:26][C:20]=2[CH:19]=1 |f:0.1.2.3.4.5,7.8,9.10|. Reported procedure: To a flask equipped with stirrer, dropping funnel and under a nitrogen atmosphere there is added 4.8 g. (0.126 mole) of lithium aluminum hydride to 250 ml. of anhydrous tetrahydrofuran. The resulting suspension is stirred and treated dropwise with a solution of 10.0 g. (0.036 mole) of 1-methyl-2-(3,4-methylenedioxyphenyl)-6-oxonipecotic acid in anhydrous tetrahydrofuran at such a rate that reflux occurs. The mixture is then stirred and refluxed for about 24 hours, cooled in an icebath and treate...